This data is from the Open Reaction Database (ORD), a public repository of structured organic reaction records. The task is: describe an organic reaction: reactants, conditions, products, and yield Starting materials: C(C)(=O)OC1C(C(N1C(=C(C)C)C(=O)OCC1=CC=CC=C1)=O)(NC(CC1=CC=CC=C1)=O)OC (4-acetoxy-1-(1-benzyloxycarbonyl-2-methylprop-1-enyl)-3-methoxy-3-phenylacetamidoazetidin-2-one), P(=O)([O-])([O-])[O-] (phosphate), solid, [O-][Mn](=O)(=O)=O.[K+] (KMnO4), [O-][Mn](=O)(=O)=O.[K+] (KMnO4), S(=S)(=O)([O-])[O-].[Na+].[Na+] (sodium thiosulfate). The solvent is CCOC(=O)C (EtOAc), CC(=O)C.O (acetone water). Conditions: time 8 minute. Yields the product C(C)(=O)OC1C(C(N1)=O)(NC(CC1=CC=CC=C1)=O)OC (4-acetoxy-3-methoxy-3-phenylacetamido-azetidin-2-one). Reaction SMILES: [C:1]([O:4][CH:5]1[N:8](C(C(OCC2C=CC=CC=2)=O)=C(C)C)[C:7](=[O:23])[C:6]1([O:34][CH3:35])[NH:24][C:25](=[O:33])[CH2:26][C:27]1[CH:32]=[CH:31][CH:30]=[CH:29][CH:28]=1)(=[O:3])[CH3:2].P([O-])([O-])([O-])=O.[O-][Mn](=O)(=O)=O.[K+].S([O-])([O-])(=O)=S.[Na+].[Na+]>CC(C)=O.O.CCOC(C)=O>[C:1]([O:4][CH:5]1[NH:8][C:7](=[O:23])[C:6]1([O:34][CH3:35])[NH:24][C:25](=[O:33])[CH2:26][C:27]1[CH:28]=[CH:29][CH:30]=[CH:31][CH:32]=1)(=[O:3])[CH3:2] |f:2.3,4.5.6,7.8|. Procedure details: To a stirred solution of 240 mg (0.5 mmol) of azetidinone prepared in Example 1 in 8 ml of 8:1 acetone-water and 2 drops of pH 7 0.1 N phosphate buffer at 25° C. is added 79 mg (0.5 mmol) of solid KMnO4. The mixture is stirred under N2 at 25° for 8 minutes and an additional 79 mg (0.5 mmol) of KMnO4 is then added. The mixture is stirred further for 45 minutes and diluted with EtOAc. The mixture is treated with sufficient aqueous sodium thiosulfate to destroy any remaining permanganate. The mixtu... Reactants: CC(C)(C)N, CC#N, ClC(Cl)Cl, Fc1nc(F)c(F)c(F)c1F. Yields the product CC(C)(C)Nc1c(F)c(F)nc(F)c1F. As a reaction SMILES: [C:15]([CH3:16])([CH3:17])([CH3:18])[NH2:19].[CH3:1][C:2]#[N:3].[CH:20]([Cl:21])([Cl:22])[Cl:23].[F:4][c:5]1[c:6]([F:14])[c:7]([F:13])[c:8]([F:12])[c:9]([F:11])[n:10]1>>[F:4][c:5]1[c:6]([F:14])[c:7]([NH:19][C:15]([CH3:16])([CH3:17])[CH3:18])[c:8]([F:12])[c:9]([F:11])[n:10]1. Procedure details: In 30 ml of pyridine were dissolved 1.5 g (0.0049 mole) of 6,7-difluoro-8-trifluoromethyl-1,4-dihydro-1-methyl-4-oxoquinoline-3-carboxylic acid and 1.5 g (0.015 mole) of 2-methylpiperazine, the mixture was stirred at 105° C. for 3 hours, and then the solvent was removed by evaporation under reduced pressure. Ethanol was added to the residue, precipitated crystals were collected by filtration, the crystals obtained were washed with ethanol and dried, and then 1.49 g of 6-fluoro-8-trifluoromethyl-... Yields the product FC=1C=C2C(C(=CN(C2=C(C1N1CC(NCC1)C)C(F)(F)F)C)C(=O)O)=O (6-fluoro-8-trifluoromethyl-1,4-dihydro-4-oxo-1-methyl-7-(3-methylpiperazin-1-yl)quinoline-3-carboxylic acid). Solvent: N1=CC=CC=C1 (pyridine). Reaction SMILES: [F:1][C:2]1[CH:3]=[C:4]2[C:9](=[C:10]([C:13]([F:16])([F:15])[F:14])[C:11]=1F)[N:8]([CH3:17])[CH:7]=[C:6]([C:18]([OH:20])=[O:19])[C:5]2=[O:21].[CH3:22][CH:23]1[CH2:28][NH:27][CH2:26][CH2:25][NH:24]1>N1C=CC=CC=1>[F:1][C:2]1[CH:3]=[C:4]2[C:9](=[C:10]([C:13]([F:15])([F:16])[F:14])[C:11]=1[N:27]1[CH2:26][CH2:25][NH:24][CH:23]([CH3:22])[CH2:28]1)[N:8]([CH3:17])[CH:7]=[C:6]([C:18]([OH:20])=[O:19])[C:5]2=[O:21]. The yield is 78.5%. Starting materials: FC=1C=C2C(C(=CN(C2=C(C1F)C(F)(F)F)C)C(=O)O)=O (6,7-difluoro-8-trifluoromethyl-1,4-dihydro-1-methyl-4-oxoquinoline-3-carboxylic acid), CC1NCCNC1 (2-methylpiperazine). Run at temperature 105 celsius, time 3 hour. Yields the product Nc1nc2ccccc2c2c1ncn2CCO. Starting materials: CO, OCCn1cnc2c(Cl)nc3ccccc3c21, N. As a reaction SMILES: [CH3:19][OH:20].[Cl:1][c:2]1[n:3][c:4]2[cH:5][cH:6][cH:7][cH:8][c:9]2[c:10]2[c:11]1[n:12][cH:13][n:14]2[CH2:15][CH2:16][OH:17].[NH3:18]>>[c:2]1([NH2:18])[n:3][c:4]2[cH:5][cH:6][cH:7][cH:8][c:9]2[c:10]2[c:11]1[n:12][cH:13][n:14]2[CH2:15][CH2:16][OH:17]. Starting materials: C1=CC=CC=2C1=C1NC3=CC=CC=C3C1=CC2 (11H-benzo[a]carbazole), [H-].[Na+] (sodium hydride), ice water, BrCC(CCCC)CC (1-bromo-2-ethylhexane). Solvent: CN(C=O)C (dimethyl formamide). Reaction conditions: temperature 0 celsius, time 1 hour. The product is C(C)C(CN1C2=CC=CC=C2C2=CC=C3C(=C12)C=CC=C3)CCCC (11-(2-ethylhexyl)-11H-benzo[a]carbazole). Isolated yield 101.8%. As a reaction SMILES: [CH:1]1[C:6]2=[C:7]3[C:15](=[CH:16][CH:17]=[C:5]2[CH:4]=[CH:3][CH:2]=1)[C:14]1[C:9](=[CH:10][CH:11]=[CH:12][CH:13]=1)[NH:8]3.[H-].[Na+].Br[CH2:21][CH:22]([CH2:27][CH3:28])[CH2:23][CH2:24][CH2:25][CH3:26]>CN(C)C=O>[CH2:27]([CH:22]([CH2:23][CH2:24][CH2:25][CH3:26])[CH2:21][N:8]1[C:7]2[C:15](=[CH:16][CH:17]=[C:5]3[CH:4]=[CH:3][CH:2]=[CH:1][C:6]3=2)[C:14]2[C:9]1=[CH:10][CH:11]=[CH:12][CH:13]=2)[CH3:28] |f:1.2|. Reported procedure: To 11H-benzo[a]carbazole (0.70 g; 3.22 mmol) in dimethyl formamide (DMF) (3 mL) is added sodium hydride (0.19 g; 4.67 mmol) at 0° C. After stirring for 1 h at 0° C., 1-bromo-2-ethylhexane (1.24 g; 6.44 mmol) is added at 0° C., and the mixture is stirred at room temperature overnight. The reaction mixture is poured into ice-water, and the crude product is extracted twice with AcOEt (acetic acid ethyl ester). The combined organic layer is washed with H2O and brine, dried over MgSO4, concentrated a... Reactants: BrBr (bromine), O (water), C(C)(=O)Cl (Acetyl chloride), O[C@@H]1C[C@@H]2CC[C@H]3[C@@H]4CC[C@H](C(C)=O)[C@]4(CC([C@@H]3[C@]2(CC1)C)=O)C ((3β,5α)-3-hydroxypregnane-11,20-dione). Run in CO (methanol), CO (methanol). Yields the product BrCC([C@H]1CC[C@H]2[C@@H]3CC[C@H]4C[C@H](CC[C@]4(C)[C@H]3C(C[C@]12C)=O)O)=O ((3β,5α)-21-bromo-3-hydroxypregnane-11,20-dione). As a reaction SMILES: C(Cl)(=O)C.[OH:5][C@H:6]1[CH2:25][CH2:24][C@@:23]2([CH3:26])[C@@H:8]([CH2:9][CH2:10][C@@H:11]3[C@@H:22]2[C:21](=[O:27])[CH2:20][C@@:19]2([CH3:28])[C@H:12]3[CH2:13][CH2:14][C@@H:15]2[C:16](=[O:18])[CH3:17])[CH2:7]1.[Br:29]Br.O>CO>[Br:29][CH2:17][C:16](=[O:18])[C@@H:15]1[C@:19]2([CH3:28])[C@H:12]([C@H:11]3[C@H:22]([C:21](=[O:27])[CH2:20]2)[C@:23]2([CH3:26])[C@H:8]([CH2:7][C@@H:6]([OH:5])[CH2:25][CH2:24]2)[CH2:9][CH2:10]3)[CH2:13][CH2:14]1. Procedure: Acetyl chloride (9.71 ml) was added to a stirred solution of (3β,5α)-3-hydroxypregnane-11,20-dione (97.1 g) [prepared as described by Cameron et al., J. Chem. Soc., 1955, 2807] in methanol (2.4 l) and a solution of bromine (18.5 ml) in methanol (1 l) was then added over 30 min at room temperature. The reaction mixture was poured into water (30 l) and the precipitated solid was filtered off, washed with water and dissolved in dichloromethane. After drying the solution over sodium sulfate, the sol... The reactants are [N+](=O)([O-])C=1C=C(C=CC1)SCl (m-nitrobenzenesulfenyl chloride), BrC1=CC=C(C=C1)C=1SC=CC1 (2-(p-bromophenyl)thiophene). Reagents/catalysts: [Fe] (iron). Run in C(Cl)(Cl)(Cl)Cl (carbon tetrachioride). The product is BrC1=CC=C(C=C1)C=1SC(=CC1)SC1=CC(=CC=C1)[N+](=O)[O-] (2-(p-bromophenyl)-5-(m-nitrophenylthio)thiophene). Isolated yield 43.6%. RXN SMILES: [N+:1]([C:4]1[CH:5]=[C:6]([S:10]Cl)[CH:7]=[CH:8][CH:9]=1)([O-:3])=[O:2].[Br:12][C:13]1[CH:18]=[CH:17][C:16]([C:19]2[S:20][CH:21]=[CH:22][CH:23]=2)=[CH:15][CH:14]=1>C(Cl)(Cl)(Cl)Cl.[Fe]>[Br:12][C:13]1[CH:14]=[CH:15][C:16]([C:19]2[S:20][C:21]([S:10][C:6]3[CH:7]=[CH:8][CH:9]=[C:4]([N+:1]([O-:3])=[O:2])[CH:5]=3)=[CH:22][CH:23]=2)=[CH:17][CH:18]=1. Procedure details: To a solution of 21.2 g (0.112 mole) of m-nitrobenzenesulfenyl chloride in 160 ml of carbon tetrachioride were added 24.5 g (0.103 mole) of 2-(p-bromophenyl)thiophene and 0.1 g of iron powder. The reaction mixture was allowed to stand one week at room temperature. Evaporation of the solvent and recrystallization of the residue from 140 ml of ethyl acetate gave 17.6 g (44%) of 2-(p-bromophenyl)-5-(m-nitrophenylthio)thiophene, m.p. 120°-122° C.